This data is from the Open Reaction Database (ORD), a public repository of structured organic reaction records. The task is: describe an organic reaction: reactants, conditions, products, and yield The reactants are C(#N)NC(=N)N (Cyanoguanidine), P(O)(O)(O)=O (phosphoric acid), stainless steel, P(=O)(O)(O)O.C(N)(=O)NC(=N)N (carbamoylguanidine phosphate), C(C(C)O)O (propylene glycol), C(=O)=O (CO2), N (NH3). Conditions: temperature 25 celsius, time 2 minute. The product is P(=O)(O)(O)O.NC(=N)N (Guanidine Phosphate). As a reaction SMILES: C([NH:3][C:4]([NH2:6])=[NH:5])#N.[P:7](=[O:11])([OH:10])([OH:9])[OH:8].P(O)(O)(O)=O.C(NC(N)=N)(=O)N.C(O)C(O)C.C(=O)=O.N>>[P:7]([OH:11])([OH:10])([OH:9])=[O:8].[NH2:5][C:4]([NH2:6])=[NH:3] |f:2.3,7.8|. Procedure: Cyanoguanidine 336 parts (4.00 moles) is mixed with 603.2 parts (4.00 moles) of 65.0% phosphoric acid in a stainless steel beaker having a volume about four times that of the reaction mixture. The mixture is stirred with a spatula while maintaining the temperature at 25° C. The resulting smooth fluid slurry is heated in an oil bath from 25° to 90° C. in 0.35 hour when the slurry clears to a solution and boils vigorously. Within 2 minutes the boiling ceases and the liquid solidifies. To the solid... Starting materials: C1CCN(C1[B-](F)(F)F)C(OC(C)(C)C)=O.[K+], n1(nc(cc1)I)C. The reagents and catalysts are c1ccc(cc1)-c2c3ccccc3cc4ccccc24 (9-Phenylanthracene), CC1=NC(=CC=C1)C (Lutidine), c1(c2nc3c(cc2)cccc3)nc2c(cc1)cccc2 (2,22-Biquinoline), [Ni].C1CC=CCCC=C1.C1CC=CCCC=C1 (Ni(COD)2). The solvent is CO (MeOH). Conditions: temperature 25 celsius, time 18 hour. Yields the product Cn1ccc(n1)C2CCCN2C(=O)OC(C)(C)C. RXN SMILES: [K+].[CH3:1][C:2]([O:5][C:6]([N:8]1[CH:12]([B-](F)(F)F)[CH2:11][CH2:10][CH2:9]1)=[O:7])([CH3:4])[CH3:3].[CH3:13][n:14]1[n:18][c:17](I)[cH:16][cH:15]1>>[CH3:13][n:14]1[n:18][c:17]([CH:12]2[N:8]([C:6]([O:5][C:2]([CH3:4])([CH3:3])[CH3:1])=[O:7])[CH2:9][CH2:10][CH2:11]2)[cH:16][cH:15]1. The reactants are COC(C(C(=O)C)=CC1=C(C(=CC=C1)Cl)Cl)=O (2-(2,3-dichlorobenzylidene)-acetoacetic acid methyl ester), C1(C=2C(C(N1CCOC(\C=C(\C)/N)=O)=O)=CC=CC2)=O (3-amino-crotonic acid-(2-phthalimido ethyl)ester), pale yellow crystals. The product is CC=1NC(=C(C(C1C(=O)OC)C1=C(C(=CC=C1)Cl)Cl)C(=O)OCCN1C(C=2C(C1=O)=CC=CC2)=O)C (1,4-Dihydro-2,6-dimethyl-3-methoxycarbonyl-4-(2,3-dichlorophenyl)-5-(2-phthalimidoethoxy)carbonylpyridine). As a reaction SMILES: [CH3:1][O:2][C:3](=[O:17])[C:4](=[CH:8][C:9]1[CH:14]=[CH:13][CH:12]=[C:11]([Cl:15])[C:10]=1[Cl:16])[C:5]([CH3:7])=O.[C:18]1(=[O:37])[N:22]([CH2:23][CH2:24][O:25][C:26](=[O:31])/[CH:27]=[C:28](\[NH2:30])/[CH3:29])[C:21](=[O:32])[C:20]2=[CH:33][CH:34]=[CH:35][CH:36]=[C:19]12>>[CH3:7][C:5]1[NH:30][C:28]([CH3:29])=[C:27]([C:26]([O:25][CH2:24][CH2:23][N:22]2[C:21](=[O:32])[C:20]3=[CH:33][CH:34]=[CH:35][CH:36]=[C:19]3[C:18]2=[O:37])=[O:31])[CH:8]([C:9]2[CH:14]=[CH:13][CH:12]=[C:11]([Cl:15])[C:10]=2[Cl:16])[C:4]=1[C:3]([O:2][CH3:1])=[O:17]. Procedure: Prepared by a method analogous to that of Example 1(a) from 13.0 g (48 mmol) of 2-(2,3-dichlorobenzylidene)-acetoacetic acid methyl ester and 13.1 g (48 mmol) of 3-amino-crotonic acid-(2-phthalimido ethyl)ester. 14.2 g (57%) of pale yellow crystals melting at 195°-196° C. Starting materials: CCOC(=O)CN=C(c1ccccc1)c1ccccc1, CC(C)(C)[O-], CCC(C)CI, [K+], C1CCOC1. Product: CCOC(=O)C(CC(C)CC)N=C(c1ccccc1)c1ccccc1. Reaction SMILES: [CH2:1]([CH3:2])[O:3][C:4]([CH2:5][N:6]=[C:7]([c:8]1[cH:9][cH:10][cH:11][cH:12][cH:13]1)[c:14]1[cH:15][cH:16][cH:17][cH:18][cH:19]1)=[O:20].[CH3:21][C:22]([CH3:23])([O-:24])[CH3:25].[I:27][CH2:28][CH:29]([CH2:30][CH3:31])[CH3:32].[K+:26].[O:33]1[CH2:34][CH2:35][CH2:36][CH2:37]1>>[CH2:1]([CH3:2])[O:3][C:4]([CH:5]([N:6]=[C:7]([c:8]1[cH:9][cH:10][cH:11][cH:12][cH:13]1)[c:14]1[cH:15][cH:16][cH:17][cH:18][cH:19]1)[CH2:28][CH:29]([CH2:30][CH3:31])[CH3:32])=[O:20]. Reactants: FC1=C(OC2=CC(=NC=C2)NC(=O)N2CCCC2)C=CC(=C1)[N+](=O)[O-] (4-(2-fluoro-4-nitrophenoxy)-2-[(pyrrolidin-1-yl)carbonylamino]pyridine), C(C)(=O)OCC.CCCCCC (ethyl acetate hexane), C(C)(=O)OCC.O1CCCC1 (ethyl acetate tetrahydrofuran), [Cl-].[NH4+] (ammonium chloride). Yields the product NC1=CC(=C(OC2=CC(=NC=C2)NC(=O)N2CCCC2)C=C1)F (4-(4-Amino-2-fluorophenoxy)-2-[(pyrrolidin-1-yl)carbonylamino]pyridine). The yield is 88.9%. As a reaction SMILES: [F:1][C:2]1[CH:22]=[C:21]([N+:23]([O-])=O)[CH:20]=[CH:19][C:3]=1[O:4][C:5]1[CH:10]=[CH:9][N:8]=[C:7]([NH:11][C:12]([N:14]2[CH2:18][CH2:17][CH2:16][CH2:15]2)=[O:13])[CH:6]=1.[Cl-].[NH4+].C(OCC)(=O)C.O1CCCC1.C(OCC)(=O)C.CCCCCC>C(O)C.O.[Fe]>[NH2:23][C:21]1[CH:20]=[CH:19][C:3]([O:4][C:5]2[CH:10]=[CH:9][N:8]=[C:7]([NH:11][C:12]([N:14]3[CH2:15][CH2:16][CH2:17][CH2:18]3)=[O:13])[CH:6]=2)=[C:2]([F:1])[CH:22]=1 |f:1.2,3.4,5.6|. Reagents/catalysts: [Fe] (iron). Procedure: To 4-(2-fluoro-4-nitrophenoxy)-2-[(pyrrolidin-1-yl)carbonylamino]pyridine (2.927 g) dissolved in ethanol (100 ml)-water (20 ml) were added electrolytic iron powder (3.0 g) and ammonium chloride (6.0 g), followed by heating under reflux for 1 hr. The reaction mixture was cooled down to room temperature, and then ethyl acetate-tetrahydrofuran (1:1) was added thereto, followed by stirring. An insoluble portion was filtered through celite, and washed with ethyl acetate and water. The organic layer o... The solvent is C(C)O (ethanol), O (water). The reactants are C(C)(C)OC1=CC=CC(=N1)C1=CN(C2=CC=C(C=C12)C1=NC(=NS1)N)S(=O)(=O)C1=CC=C(C)C=C1 (5-(3-(6-isopropoxypyridin-2-yl)-1-tosyl-1H-indol-5-yl)-1,2,4-thiadiazol-3-amine), [OH-].[Na+] (NaOH), ice, C(C)(C)OC1=CC=CC(=N1)C1=CN(C2=CC=C(C=C12)C1=NC(=NS1)NCC1=CC=C(C=C1)OC)S(=O)(=O)C1=CC=C(C)C=C1 (5-(3-(6-isopropoxypyridin-2-yl)-1-tosyl-1H-indol-5-yl)-N-(4-methoxybenzyl)-1,2,4-thiadiazol-3-amine). Solvent: O1CCOCC1 (1,4-dioxane), C(=O)(C(F)(F)F)O (TFA). Yields the product C(C)(C)OC1=CC=CC(=N1)C1=CNC2=CC=C(C=C12)C1=NC(=NS1)N (5-(3-(6-isopropoxypyridin-2-yl)-1H-indol-5-yl)-1,2,4-thiadiazol-3-amine). Yield: 15.2%. RXN SMILES: [CH:1]([O:4][C:5]1[N:10]=[C:9]([C:11]2[C:19]3[C:14](=[CH:15][CH:16]=[C:17]([C:20]4[S:24][N:23]=[C:22]([NH:25]CC5C=CC(OC)=CC=5)[N:21]=4)[CH:18]=3)[N:13](S(C3C=CC(C)=CC=3)(=O)=O)[CH:12]=2)[CH:8]=[CH:7][CH:6]=1)([CH3:3])[CH3:2].C(OC1N=C(C2C3C(=CC=C(C4SN=C(N)N=4)C=3)N(S(C3C=CC(C)=CC=3)(=O)=O)C=2)C=CC=1)(C)C.[OH-].[Na+]>C(O)(C(F)(F)F)=O.O1CCOCC1>[CH:1]([O:4][C:5]1[N:10]=[C:9]([C:11]2[C:19]3[C:14](=[CH:15][CH:16]=[C:17]([C:20]4[S:24][N:23]=[C:22]([NH2:25])[N:21]=4)[CH:18]=3)[NH:13][CH:12]=2)[CH:8]=[CH:7][CH:6]=1)([CH3:3])[CH3:2] |f:2.3|. Procedure: A solution of 5-(3-(6-isopropoxypyridin-2-yl)-1-tosyl-1H-indol-5-yl)-N-(4-methoxybenzyl)-1,2,4-thiadiazol-3-amine (0.35 g, 0.56 mmol) in TFA (3.5 mL) was heated in a Biotage microwave at 100° C. for 30 min. The reaction was cooled to RT. TFA was removed in vacuo and the residue was washed with Et2O (7 mL) to get the crude product (250 mg), which was used in next step without further purification. MS (ESI, pos. ion) m/z: 506.1 (M+1). To a solution of crude 5-(3-(6-isopropoxypyridin-2-yl)-1-tosyl-...